From a dataset of the Open Reaction Database (ORD), a public repository of structured organic reaction records. describe an organic reaction: reactants, conditions, products, and yield The solvent is FC(C(=O)O)(F)F (trifluoroacetic acid). Procedure details: Nitration of 8-pyrrolidin-1-yl-4,7,8,9-tetrahydro-1H-cyclopenta[f]quinoxaline-2,3-dione as described before with fuming nitric acid in trifluoroacetic acid gave the product as a yellow solid (0.1 g). C15H16N4 O4.HCL. MS M+1 (317). HPLC 99%. Reaction SMILES: [N:1]1([CH:6]2[CH2:20][C:9]3[C:10]4[NH:11][C:12](=[O:19])[C:13](=[O:18])[NH:14][C:15]=4[CH:16]=[CH:17][C:8]=3[CH2:7]2)[CH2:5][CH2:4][CH2:3][CH2:2]1.[N+:21]([O-])([OH:23])=[O:22]>FC(F)(F)C(O)=O>[N+:21]([C:17]1[C:8]2[CH2:7][CH:6]([N:1]3[CH2:5][CH2:4][CH2:3][CH2:2]3)[CH2:20][C:9]=2[C:10]2[NH:11][C:12](=[O:19])[C:13](=[O:18])[NH:14][C:15]=2[CH:16]=1)([O-:23])=[O:22]. Reactants: N1(CCCC1)C1CC2=C(C=3NC(C(NC3C=C2)=O)=O)C1 (8-pyrrolidin-1-yl-4,7,8,9-tetrahydro-1H-cyclopenta[f]quinoxaline-2,3-dione), [N+](=O)(O)[O-] (nitric acid). Yields the product [N+](=O)([O-])C=1C2=C(C=3NC(C(NC3C1)=O)=O)CC(C2)N2CCCC2 (6-Nitro-8-pyrrolidin-1-yl-4,7,8,9-tetrahydro-1H-cyclopenta[f]quinoxaline-2,3-dione). The reactants are C(C1=CC=CC=C1)NCCC1=COC=C1 (N-benzyl-2-(3-furyl)ethylamine), C=O (formaldehyde). The solvent is C(C)(=O)O (acetic acid). Reaction conditions: temperature 100 celsius, time 1 hour. The product is C(C1=CC=CC=C1)N1CC2=C(CC1)C=CO2 (6-benzyl-4,5,6,7-tetrahydrofuro[2,3-c]pyridine). RXN SMILES: [CH2:1]([NH:8][CH2:9][CH2:10][C:11]1[CH:15]=[CH:14][O:13][CH:12]=1)[C:2]1[CH:7]=[CH:6][CH:5]=[CH:4][CH:3]=1.[CH2:16]=O>C(O)(=O)C>[CH2:1]([N:8]1[CH2:9][CH2:10][C:11]2[CH:15]=[CH:14][O:13][C:12]=2[CH2:16]1)[C:2]1[CH:3]=[CH:4][CH:5]=[CH:6][CH:7]=1. Procedure details: To a solution of 5.603 g (27.838 mmol) of N-benzyl-2-(3-furyl)ethylamine in 50 ml of acetic acid, 2.71 g (33.4 mmol) of 37% aqueous formaldehyde was added, followed by stirring at 100° C. for 1 hour. After the solvent was distilled off under reduced pressure, the residual solution was alkalified with aqueous sodium hydroxide and extracted with dichloromethane 3 times. The combined organic layer was dried over anhydrous magnesium sulfate; the solvent was distilled off under reduced pressure. The ...